This data is from the Open Reaction Database (ORD), a public repository of structured organic reaction records. The task is: describe an organic reaction: reactants, conditions, products, and yield Starting materials: [H-].[Al+3].[Li+].[H-].[H-].[H-] (lithium aluminium hydride), [H-].[Al+3].[Li+].[H-].[H-].[H-] (lithium aluminium hydride), S(=O)(=O)([O-])[O-].[Na+].[Na+] (sodium sulfate), O (water), NC(CC)C=1C=C2CCC(NC2=CC1)=O (6-(1-aminopropyl)-3,4-dihydro-quinolin-2-one). Solvent: O1CCOCC1 (dioxane), O1CCOCC1 (dioxane), O1CCOCC1 (dioxane). Run at temperature 70 celsius, time 6 hour. The product is NC(CC)C=1C=C2CCCNC2=CC1 (6-(1-aminopropyl)-1,2,3,4-tetrahydro-quinoline). The yield is 89.5%. Reaction SMILES: [H-].[Al+3].[Li+].[H-].[H-].[H-].[NH2:7][CH:8]([C:11]1[CH:12]=[C:13]2[C:18](=[CH:19][CH:20]=1)[NH:17][C:16](=O)[CH2:15][CH2:14]2)[CH2:9][CH3:10].O.S([O-])([O-])(=O)=O.[Na+].[Na+]>O1CCOCC1>[NH2:7][CH:8]([C:11]1[CH:12]=[C:13]2[C:18](=[CH:19][CH:20]=1)[NH:17][CH2:16][CH2:15][CH2:14]2)[CH2:9][CH3:10] |f:0.1.2.3.4.5,8.9.10|. Procedure details: Example P-10:0.6 g of lithium aluminium hydride in 30 ml of absolute dioxane are placed under nitrogen in a sulfonation flask. The internal temperature is then increased to approximately 70° C. and a solution of 1.2 g of 6-(1-aminopropyl)-3,4-dihydro-quinolin-2-one in 30 mlof absolute dioxane is added dropwise over a period of 10 minutes. The batch is then stirred for 6 hours at an internal temperature of approximately 80°-85° C. and allowed to cool, and, while cooling with ice, water is added d...